From a dataset of the Open Reaction Database (ORD), a public repository of structured organic reaction records. describe an organic reaction: reactants, conditions, products, and yield Starting materials: Cl (hydrochloric acid), [H-].[Na+] (Sodium hydride), C1(CCCC1)O (cydopentanol), NC1=NC(=C2N=CN(C2=N1)[C@@H]1C[C@@H]([C@H](C1)O)CO)Cl ((+)-(1S-2R4R)-4-(2-amino-6-chloro-9H-purin-yl)-2-(hydroxymethyl)cyclopentanol). The product is NC1=NC(=C2N=CN(C2=N1)[C@@H]1C[C@@H]([C@H](C1)O)CO)OC1CCCC1 ((+)-(1S, 2R, 4R)-4-(2-Amino-6-(cyclopentyloxy)-9H-purin-9-yl)-2-(hydroxymethyl)-1-cyclopentanol). RXN SMILES: [H-].[Na+].[CH:3]1([OH:8])[CH2:7][CH2:6][CH2:5][CH2:4]1.[NH2:9][C:10]1[N:18]=[C:17]2[C:13]([N:14]=[CH:15][N:16]2[C@H:19]2[CH2:23][C@H:22]([OH:24])[C@@H:21]([CH2:25][OH:26])[CH2:20]2)=[C:12](Cl)[N:11]=1.Cl>>[NH2:9][C:10]1[N:18]=[C:17]2[C:13]([N:14]=[CH:15][N:16]2[C@H:19]2[CH2:23][C@H:22]([OH:24])[C@@H:21]([CH2:25][OH:26])[CH2:20]2)=[C:12]([O:8][CH:3]2[CH2:7][CH2:6][CH2:5][CH2:4]2)[N:11]=1 |f:0.1|. Reported procedure: Sodium hydride (60% oil dispersion, 113 mg)was added to cydopentanol (7mL). To the resulting solution, after effervescence had ceased, was added (+)-(1S-2R4R)-4-(2-amino-6-chloro-9H-purin-yl)-2-(hydroxymethyl)cyclopentanol (400 mg, 1.4 mmol). The solution was maintained at 8° for 40 minutes, cooled to room temperature, and neutralized with 1N hydrochloric acid. Volatiles were removed and the residue chromatographed on silica gel. Title compound was eluted with methanol: chloroform/15:85 as a whi... As a reaction SMILES: Br[C:2]1[C:7]([CH3:8])=[CH:6][C:5]([CH3:9])=[C:4]([CH3:10])[C:3]=1[O:11][CH3:12].C([Li])CCC.[C:18]([C:23]1[CH:28]=[CH:27][CH:26]=[CH:25][CH:24]=1)(=[O:22])[CH:19]([CH3:21])[CH3:20]>O1CCCC1.O>[CH3:12][O:11][C:3]1[C:4]([CH3:10])=[C:5]([CH3:9])[CH:6]=[C:7]([CH3:8])[C:2]=1[C:18]([C:23]1[CH:28]=[CH:27][CH:26]=[CH:25][CH:24]=1)([OH:22])[CH:19]([CH3:21])[CH3:20]. Reported procedure: A solution of 2-bromo-3,5,6-trimethylanisole (3.0 g, 13.1 mmol) in tetrahydrofuran (20 ml) was cooled to -78° C. and n-butyllithium (1.6M solution in hexane, 8.2 ml, 13.1 mmol) was added dropwise. The reaction mixture was stirred at the same temperature for 15 minutes. Then a solution of isobutyrylbenzene (1.94 g, 13.1 mmol) in tetrahydrofuran (5 ml) was added dropwise and the resulting mixture was stirred at room temperature for additional 30 minutes. The reaction mixture was diluted with water... Run in O1CCCC1 (tetrahydrofuran), O1CCCC1 (tetrahydrofuran), O (water). Reaction conditions: time 15 minute. The reactants are C(C(C)C)(=O)C1=CC=CC=C1 (isobutyrylbenzene), C(CCC)[Li] (n-butyllithium), BrC1=C(C(=C(C=C1C)C)C)OC (2-bromo-3,5,6-trimethylanisole). Yield: 80.1%. Product: COC1=C(C(=CC(=C1C)C)C)C(C(C)C)(O)C1=CC=CC=C1 (1-(2-Methoxy-3,4,6-trimethylphenyl)-1-phenyl-2-methylpropanol). The reactants are CCO, [H][H], COC(=O)n1ncc2c([N+](=O)[O-])cccc21. Product: COC(=O)n1ncc2c(N)cccc21. As a reaction SMILES: [CH3:19][CH2:20][OH:21].[H:17][H:18].[N+:1]([O-:2])(=[O:3])[c:4]1[c:5]2[cH:6][n:7][n:8]([C:13](=[O:14])[O:15][CH3:16])[c:9]2[cH:10][cH:11][cH:12]1>>[NH2:1][c:4]1[c:5]2[cH:6][n:7][n:8]([C:13](=[O:14])[O:15][CH3:16])[c:9]2[cH:10][cH:11][cH:12]1. Reactants: O, CCCCCCCCCCCCCCCCCC(O)c1ccc(O)c(C(=O)O)c1, Cc1ccc(S(=O)(=O)O)cc1, c1ccccc1. The product is CCCCCCCCCCCCCCCCC=Cc1ccc(O)c(C(=O)O)c1. Reaction SMILES: [OH2:30].[OH:1][c:2]1[c:3]([C:4](=[O:5])[OH:6])[cH:7][c:8]([CH:11]([CH2:12][CH2:13][CH2:14][CH2:15][CH2:16][CH2:17][CH2:18][CH2:19][CH2:20][CH2:21][CH2:22][CH2:23][CH2:24][CH2:25][CH2:26][CH2:27][CH3:28])[OH:29])[cH:9][cH:10]1.[c:31]1([CH3:32])[cH:33][cH:34][c:35]([S:36]([OH:37])(=[O:38])=[O:39])[cH:40][cH:41]1.[cH:42]1[cH:43][cH:44][cH:45][cH:46][cH:47]1>>[OH:1][c:2]1[c:3]([C:4](=[O:5])[OH:6])[cH:7][c:8]([CH:11]=[CH:12][CH2:13][CH2:14][CH2:15][CH2:16][CH2:17][CH2:18][CH2:19][CH2:20][CH2:21][CH2:22][CH2:23][CH2:24][CH2:25][CH2:26][CH2:27][CH3:28])[cH:9][cH:10]1.